Dataset: the Open Reaction Database (ORD), a public repository of structured organic reaction records. Task: describe an organic reaction: reactants, conditions, products, and yield Starting materials: Nc1ccc(Br)cc1F, CS(=O)(=O)Cl, ClCCl, c1ccncc1. The product is CS(=O)(=O)Nc1ccc(Br)cc1F. RXN SMILES: [Br:1][c:2]1[cH:3][c:4]([F:9])[c:5]([NH2:6])[cH:7][cH:8]1.[CH3:10][S:11]([Cl:12])(=[O:13])=[O:14].[Cl:21][CH2:22][Cl:23].[n:15]1[cH:16][cH:17][cH:18][cH:19][cH:20]1>>[Br:1][c:2]1[cH:3][c:4]([F:9])[c:5]([NH:6][S:11]([CH3:10])(=[O:13])=[O:14])[cH:7][cH:8]1. The reactants are CCOC(=O)c1ccc(C#Cc2ccc(C3(OCc4ccccc4)CC3)c(C)c2)cc1, CCO, [Na+], C1CCOC1, [OH-]. The product is Cc1cc(C#Cc2ccc(C(=O)O)cc2)ccc1C1(OCc2ccccc2)CC1. Reaction SMILES: [CH2:1]([c:2]1[cH:3][cH:4][cH:5][cH:6][cH:7]1)[O:8][C:9]1([c:12]2[c:13]([CH3:31])[cH:14][c:15]([C:18]#[C:19][c:20]3[cH:21][cH:22][c:23]([C:24](=[O:25])[O:26][CH2:27][CH3:28])[cH:29][cH:30]3)[cH:16][cH:17]2)[CH2:10][CH2:11]1.[CH3:34][CH2:35][OH:36].[Na+:33].[O:37]1[CH2:38][CH2:39][CH2:40][CH2:41]1.[OH-:32]>>[CH2:1]([c:2]1[cH:3][cH:4][cH:5][cH:6][cH:7]1)[O:8][C:9]1([c:12]2[c:13]([CH3:31])[cH:14][c:15]([C:18]#[C:19][c:20]3[cH:21][cH:22][c:23]([C:24](=[O:25])[OH:26])[cH:29][cH:30]3)[cH:16][cH:17]2)[CH2:10][CH2:11]1. Starting materials: NC=1C=2N(C=CN1)C(=NC2C2=CC=C(C=C2)OC2=CC=CC=C2)[C@H]2C[C@H](C2)COS(=O)(=O)C2=CC=C(C=C2)C (cis-toluene-4-sulfonic acid 3-[8-amino-1-(4-phenoxyphenyl)-imidazo[1,5-a]pyrazin-3-yl]-cyclobutylmethyl ester), [H-].[H-].[H-].[H-].[Li+].[Al+3] (LiAlH4). The reagents and catalysts are [NH4+].[Cl-] (NH4Cl). Solvent: C1CCOC1 (THF), C1CCOC1 (THF). Yields the product C[C@H]1C[C@H](C1)C1=NC(=C2N1C=CN=C2N)C2=CC=C(C=C2)OC2=CC=CC=C2 (cis-3-(3-Methylcyclobutyl)-1-(4-phenoxyphenyl)-imidazo[1,5-a]pyrazin-8-ylamine). Reaction SMILES: [NH2:1][C:2]1[C:3]2[N:4]([C:8]([C@@H:24]3[CH2:27][C@H:26]([CH2:28]OS(C4C=CC(C)=CC=4)(=O)=O)[CH2:25]3)=[N:9][C:10]=2[C:11]2[CH:16]=[CH:15][C:14]([O:17][C:18]3[CH:23]=[CH:22][CH:21]=[CH:20][CH:19]=3)=[CH:13][CH:12]=2)[CH:5]=[CH:6][N:7]=1.[H-].[H-].[H-].[H-].[Li+].[Al+3]>C1COCC1.[NH4+].[Cl-]>[CH3:28][C@@H:26]1[CH2:27][C@H:24]([C:8]2[N:4]3[CH:5]=[CH:6][N:7]=[C:2]([NH2:1])[C:3]3=[C:10]([C:11]3[CH:16]=[CH:15][C:14]([O:17][C:18]4[CH:23]=[CH:22][CH:21]=[CH:20][CH:19]=4)=[CH:13][CH:12]=3)[N:9]=2)[CH2:25]1 |f:1.2.3.4.5.6,8.9|. Procedure: To a solution of cis-toluene-4-sulfonic acid 3-[8-amino-1-(4-phenoxyphenyl)-imidazo[1,5-a]pyrazin-3-yl]-cyclobutylmethyl ester (20.0 mg, 0.0370 mmol) in THF (1 mL) at −78° C. was added 1.0 M of LiAlH4 in THF (0.15 mL), and the mixture was allowed to warm to rt. Once the reaction was complete, a few drops of sat. NH4Cl was added to quench. The material was transferred to a separatory funnel, and extracted using DCM and sat. NaHCO3. The aqueous layer was washed twice with DCM, and the organic frac... Solvent: O1CCCC1 (tetrahydrofuran), C(C)#N (acetonitrile), C(C)(=O)OCC (ethyl acetate). Reaction conditions: time 3 hour. RXN SMILES: [NH2:1][C:2]1[CH:13]=[CH:12][C:5]([CH2:6][NH:7][S:8]([CH3:11])(=[O:10])=[O:9])=[C:4]([CH3:14])[CH:3]=1.[C:15]1([O:21][C:22](Cl)=[O:23])[CH:20]=[CH:19][CH:18]=[CH:17][CH:16]=1.N1C=CC=CC=1>O1CCCC1.C(#N)C.C(OCC)(=O)C>[CH3:14][C:4]1[CH:3]=[C:2]([NH:1][C:22](=[O:23])[O:21][C:15]2[CH:20]=[CH:19][CH:18]=[CH:17][CH:16]=2)[CH:13]=[CH:12][C:5]=1[CH2:6][NH:7][S:8]([CH3:11])(=[O:10])=[O:9]. The yield is 97.6%. Reported procedure: To a stirred solution of N-(4-amino-2-methylbenzyl)methanesulfonamide (61 mg, 0.285 mmol) in tetrahydrofuran and acetonitrile as co-solvent were added phenylchloroformate (0.04 mL, 0.299 mmol) and pyridine (0.03 mL, 0.342 mmol). The reaction mixture was stirred for 3 h at room temperature. The mixture dissolved in ethyl acetate and washed with water and brine. The organic layer was dried over magnesium sulfate and filtered. The filtrate removed in vacuo. The crude was purified by column chromato... Product: CC=1C=C(C=CC1CNS(=O)(=O)C)NC(OC1=CC=CC=C1)=O (phenyl 3-methyl-4-(methylsulfonamidomethyl)phenylcarbamate). The reactants are NC1=CC(=C(CNS(=O)(=O)C)C=C1)C (N-(4-amino-2-methylbenzyl)methanesulfonamide), C1(=CC=CC=C1)OC(=O)Cl (phenylchloroformate), N1=CC=CC=C1 (pyridine). Reactants: [H-].[Na+] (sodium hydride), C(#N)C1=CC=C(C=C1)O (4-cyanophenol), CN(C(=S)Cl)C (dimethylthiocarbamoyl chloride). The solvent is O (water). Run at time 5 minute. The product is CN(C(=S)OC1=CC=C(C#N)C=C1)C (4-Dimethylthiocarbamoyloxy-benzonitrile). Yield: 44.6%. As a reaction SMILES: [H-].[Na+].[C:3]([C:5]1[CH:10]=[CH:9][C:8]([OH:11])=[CH:7][CH:6]=1)#[N:4].[CH3:12][N:13]([CH3:17])[C:14](Cl)=[S:15]>O>[CH3:12][N:13]([CH3:17])[C:14]([O:11][C:8]1[CH:9]=[CH:10][C:5]([C:3]#[N:4])=[CH:6][CH:7]=1)=[S:15] |f:0.1|. Reported procedure: Add sodium hydride (1.21 g, 95%) to a solution of 4-cyanophenol (5.71 g, 47.98 mmol) in anhydrous TI-IF (70 mL) and stir the mixture for 5 min. Add dimethylthiocarbamoyl chloride (5.93 g, 47.98 mmol) and heat the mixture at reflux for 3 h. Cool the mixture to room temperature and add water. Extract the aqueous phase with EtOAc, dry the organic phase over MgSO4, filter and concentrate in vacuo to obtain a solid. Wash the solid with diethyl ether, filter and dry in vacuo to obtain the desired inte... Solvent: C(Cl)Cl (methylene chloride), C(Cl)Cl (methylene chloride). Procedure details: (αS)-α-[(4-Ethoxyphenyl)methyl]-1,3-dihydro-1,3-dioxo-2H-isoindole-2-acetic acid (XIV, EXAMPLE 14, 13.6 g, 40 mmol) is suspended in methylene chloride (40 mL). Trifluoroacetic anhydride (11.4 mL, 80 mmol) is added over 20 min at 20-25°. The resulting mixture is added dropwise to a solution of ferric chloride (6.81 g, 42 mmol) in methylene chloride (80 mL) over 1 hr. After the reaction is complete, it is quenched with water (80 mL). The organic layer is separated and concentrated. The residue is ... As a reaction SMILES: [CH2:1]([O:3][C:4]1[CH:9]=[CH:8][C:7]([CH2:10][C@H:11]([N:15]2[C:23](=[O:24])[C:22]3[C:17](=[CH:18][CH:19]=[CH:20][CH:21]=3)[C:16]2=[O:25])[C:12]([OH:14])=O)=[CH:6][CH:5]=1)[CH3:2].FC(F)(F)C(OC(=O)C(F)(F)F)=O>C(Cl)Cl>[CH2:1]([O:3][C:4]1[CH:9]=[C:8]2[C:7]([CH2:10][C@H:11]([N:15]3[C:23](=[O:24])[C:22]4[C:17](=[CH:18][CH:19]=[CH:20][CH:21]=4)[C:16]3=[O:25])[C:12]2=[O:14])=[CH:6][CH:5]=1)[CH3:2]. Yields the product C(C)OC1=CC=C2C[C@@H](C(C2=C1)=O)N1C(C2=CC=CC=C2C1=O)=O (2-[(2S)-6-Ethoxy-2,3-dihydro-1-oxo-1H-inden-2-yl]-1H-isoindole-1,3(2H)-dione). Starting materials: C(C)OC1=CC=C(C=C1)C[C@@H](C(=O)O)N1C(C2=CC=CC=C2C1=O)=O ((αS)-α-[(4-Ethoxyphenyl)methyl]-1,3-dihydro-1,3-dioxo-2H-isoindole-2-acetic acid), FC(C(=O)OC(C(F)(F)F)=O)(F)F (Trifluoroacetic anhydride), ferric chloride. Reactants: B, CO, C1CCOC1, O=CCC1CCCCc2noc(=O)n21. Product: O=c1onc2n1C(CCO)CCCC2. As a reaction SMILES: [BH3:15].[CH3:16][OH:17].[O:18]1[CH2:19][CH2:20][CH2:21][CH2:22]1.[O:1]=[c:2]1[o:3][n:4][c:5]2[n:6]1[CH:7]([CH2:12][CH:13]=[O:14])[CH2:8][CH2:9][CH2:10][CH2:11]2>>[O:1]=[c:2]1[o:3][n:4][c:5]2[n:6]1[CH:7]([CH2:12][CH2:13][OH:14])[CH2:8][CH2:9][CH2:10][CH2:11]2.